From a dataset of the Open Reaction Database (ORD), a public repository of structured organic reaction records. describe an organic reaction: reactants, conditions, products, and yield The reactants are [N+](=O)(O)[O-] (nitric acid), ( 30 ), CC1=CC(OC2=C(C(=CC=C12)O)C)=O (4,8-Dimethyl-7-hydroxycoumarin), ( 84 ). Run in S(O)(O)(=O)=O (sulfuric acid), S(O)(O)(=O)=O (sulfuric acid). Conditions: time 3 hour. Product: [N+](=O)([O-])C=1C=C2C(=CC(OC2=C(C1O)C)=O)C (6-Nitro-4,8-dimethyl-7-hydroxycoumarin). Yield: 81.0%. Reaction SMILES: [CH3:1][C:2]1[C:11]2[C:6](=[C:7]([CH3:13])[C:8]([OH:12])=[CH:9][CH:10]=2)[O:5][C:4](=[O:14])[CH:3]=1.[N+:15]([O-])([OH:17])=[O:16]>S(=O)(=O)(O)O>[N+:15]([C:9]1[CH:10]=[C:11]2[C:6](=[C:7]([CH3:13])[C:8]=1[OH:12])[O:5][C:4](=[O:14])[CH:3]=[C:2]2[CH3:1])([O-:17])=[O:16]. Reported procedure: 4,8-Dimethyl-7-hydroxycoumarin (7.50 g, 39.4 mmoles) was dissolved in 75 ml concentrated sulfuric acid at room temperature and chilled to −20° C. before the addition of chilled nitrating mixture (3 ml concentrated nitric acid added to 9 ml concentrated sulfuric acid). Stirring was continued for three hours at −20° C. with the mixture allowed to warm before pouring into ice. Bright yellow crystals were filtered, washed with water and dried to recover 7.50 g (81% yield). The product was recrystall... Starting materials: C(CC(O)(C(=O)O)CC(=O)O)(=O)O (citric acid), C(C)N(CCCCCOC1=CC=C(C=C1)\C(=C(\Cl)/C1=CC=CC=C1)\C1=CC=CC=C1)CC ((E)-1-[4-(5-diethylaminopentoxy)phenyl]-1,2-diphenyl-2-chloro-ethylene), C(CC(O)(C(=O)O)CC(=O)O)(=O)O (citric acid). The solvent is C(C)(C)O (isopropanol), C(C)(C)O (isopropanol). Reaction conditions: temperature -20 celsius, time 18 hour. The product is C(CC(O)(C(=O)O)CC(=O)O)(=O)O.C(C)N(CCCCCOC1=CC=C(C=C1)\C(=C(\Cl)/C1=CC=CC=C1)\C1=CC=CC=C1)CC ((E)-1-[4-(5-Diethylaminopentoxy)phenyl]-1,2-diphenyl-2-chloro-ethylene citrate salt). Reaction SMILES: [C:1]([OH:13])(=[O:12])[CH2:2][C:3]([CH2:8][C:9]([OH:11])=[O:10])([C:5]([OH:7])=[O:6])[OH:4].[CH2:14]([N:16]([CH2:44][CH3:45])[CH2:17][CH2:18][CH2:19][CH2:20][CH2:21][O:22][C:23]1[CH:28]=[CH:27][C:26](/[C:29](/[C:38]2[CH:43]=[CH:42][CH:41]=[CH:40][CH:39]=2)=[C:30](\[C:32]2[CH:37]=[CH:36][CH:35]=[CH:34][CH:33]=2)/[Cl:31])=[CH:25][CH:24]=1)[CH3:15]>C(O)(C)C>[C:1]([OH:13])(=[O:12])[CH2:2][C:3]([CH2:8][C:9]([OH:11])=[O:10])([C:5]([OH:7])=[O:6])[OH:4].[CH2:44]([N:16]([CH2:14][CH3:15])[CH2:17][CH2:18][CH2:19][CH2:20][CH2:21][O:22][C:23]1[CH:28]=[CH:27][C:26](/[C:29](/[C:38]2[CH:43]=[CH:42][CH:41]=[CH:40][CH:39]=2)=[C:30](\[C:32]2[CH:37]=[CH:36][CH:35]=[CH:34][CH:33]=2)/[Cl:31])=[CH:25][CH:24]=1)[CH3:45] |f:3.4|. Procedure details: Combine citric acid (192.13 mg, 1.21 mmol) and isopropanol (3 mL) and heat until the solid dissolves. Combine (E)-1-[4-(5-diethylaminopentoxy)phenyl]-1,2-diphenyl-2-chloro-ethylene (543.2 mg, 1.21 mmol) and warm isopropanol (3 mL) and add with stirring to the citric acid solution prepared above. Filter while still warm and then cool in a freezer at -20° C. until crystals begin to form and then allow to stand at ambient temperature for 18 hours. Filter to give the title compound as a solid: mp; 1... Reactants: ClCCl, COc1cc(N)cc(OC)c1OC, CN1CCN(C(=O)Cl)CC1. Yields the product COc1cc(NC(=O)N2CCN(C)CC2)cc(OC)c1OC. As a reaction SMILES: [CH2:24]([Cl:25])[Cl:26].[CH3:11][O:12][c:13]1[cH:14][c:15]([NH2:16])[cH:17][c:18]([O:22][CH3:23])[c:19]1[O:20][CH3:21].[CH3:1][N:2]1[CH2:3][CH2:4][N:5]([C:8](=[O:9])[Cl:10])[CH2:6][CH2:7]1>>[CH3:1][N:2]1[CH2:3][CH2:4][N:5]([C:8](=[O:9])[NH:16][c:15]2[cH:14][c:13]([O:12][CH3:11])[c:19]([O:20][CH3:21])[c:18]([O:22][CH3:23])[cH:17]2)[CH2:6][CH2:7]1. Reactants: BrC(CCCCC(=O)OCC)C (ethyl 6-bromoheptanoate), CC(=O)C=1C=CC(=CC1O)O (2,4-dihydroxyacetophenone). The product is C(C)(=O)C1=C(C=C(OC(CCCCC(=O)O)C)C=C1)O (6-(4-Acetyl-3-hydroxyphenoxy)heptanoic acid). As a reaction SMILES: Br[CH:2]([CH3:12])[CH2:3][CH2:4][CH2:5][CH2:6][C:7]([O:9]CC)=[O:8].[CH3:13][C:14]([C:16]1[CH:17]=[CH:18][C:19]([OH:23])=[CH:20][C:21]=1[OH:22])=[O:15]>>[C:14]([C:16]1[CH:17]=[CH:18][C:19]([O:23][CH:2]([CH3:12])[CH2:3][CH2:4][CH2:5][CH2:6][C:7]([OH:9])=[O:8])=[CH:20][C:21]=1[OH:22])(=[O:15])[CH3:13]. Reported procedure: Following the procedure of Example 40, 4.74 g. of ethyl 6-bromoheptanoate and 3.04 g. of 2,4-dihydroxyacetophenone were reacted in the usual manner and the resulting product hydrolyzed to give the title product, m.p. about 116°-118° C.